From a dataset of the Open Reaction Database (ORD), a public repository of structured organic reaction records. describe an organic reaction: reactants, conditions, products, and yield The reactants are [BH4-].[Na+] (Sodium borohydride), C(C)(C)(C)OC(=O)N[C@@H](C(=O)ON1C(CCC1=O)=O)CC(=O)OC(C)(C)C ((R)-4-tert-butyl 1-(2,5-dioxopyrrolidin-1-yl) 2-(tert-butoxycarbonylamino)succinate), [Cl-].[NH4+] (ammonium chloride). Solvent: O (water), C1CCOC1 (THF), C1CCOC1 (THF). Conditions: time 1 hour. Product: C(C)(C)(C)OC(=O)N[C@H](CC(=O)OC(C)(C)C)CO ((R)-tert-butyl 3-(tert-butoxycarbonylamino)-4-hydroxybutanoate). Yield: 58.3%. As a reaction SMILES: [BH4-].[Na+].[C:3]([O:7][C:8]([NH:10][C@H:11]([CH2:22][C:23]([O:25][C:26]([CH3:29])([CH3:28])[CH3:27])=[O:24])[C:12](ON1C(=O)CCC1=O)=[O:13])=[O:9])([CH3:6])([CH3:5])[CH3:4].[Cl-].[NH4+]>C1COCC1.O>[C:3]([O:7][C:8]([NH:10][C@@H:11]([CH2:12][OH:13])[CH2:22][C:23]([O:25][C:26]([CH3:29])([CH3:28])[CH3:27])=[O:24])=[O:9])([CH3:5])([CH3:4])[CH3:6] |f:0.1,3.4|. Reported procedure: Sodium borohydride (0.63 g, 16.3 mmol) was dissolved into THF (30 mL) and water (4 mL) and cooled to 0° C. (R)-4-tert-butyl 1-(2,5-dioxopyrrolidin-1-yl) 2-(tert-butoxycarbonylamino)succinate (4.6 g, 11.9 mmol) was dissolved into THF (5 mL) and added dropwise to the solution. After 1 h, saturated ammonium chloride (10 mL) was added and the mixture was extracted with ethyl acetate (4×50 mL), dried over MgSO4 and concentrated. The residue was filtered through silica gel with ethyl acetate/hexanes 1... The reactants are [Cl-].[Na+] (sodium chloride), [OH-].[Na+] (sodium hydroxide), FCCOC=1N=CC(=NC1)C(=O)OC (methyl 5-(2-fluoroethoxy)pyrazine-2-carboxylate), Cl (hydrochloric acid). Run in C(C)(=O)OCC (ethyl acetate), C(C)O (ethanol), O (Water). Reaction conditions: time 10 minute. Yields the product FCCOC=1N=CC(=NC1)C(=O)O (5-(2-fluoroethoxy)pyrazine-2-carboxylic acid). Reaction SMILES: [OH-].[Na+].[F:3][CH2:4][CH2:5][O:6][C:7]1[N:8]=[CH:9][C:10]([C:13]([O:15]C)=[O:14])=[N:11][CH:12]=1.Cl.[Cl-].[Na+]>C(O)C.C(OCC)(=O)C.O>[F:3][CH2:4][CH2:5][O:6][C:7]1[N:8]=[CH:9][C:10]([C:13]([OH:15])=[O:14])=[N:11][CH:12]=1 |f:0.1,4.5|. Procedure: A 5 N sodium hydroxide solution (400 μL) was added to a solution of methyl 5-(2-fluoroethoxy)pyrazine-2-carboxylate obtained in Preparation Example 53-(1) (200 mg) in ethanol (4 mL). Water was added until the reaction solution became a complete solution, followed by stirring at room temperature for 10 minutes. The reaction solution was made acidic with 5 N hydrochloric acid. Saturated aqueous sodium chloride and ethyl acetate were added to the reaction solution, and the organic layer was separat...